Dataset: the Open Reaction Database (ORD), a public repository of structured organic reaction records. Task: describe an organic reaction: reactants, conditions, products, and yield Procedure: 4.0 g (10.5 mmol) 1,5-diacetyl-3-[(3,4-dimethoxy-phenyl)-hydroxy-methylidene]-2-indolinone (Ex. V) are suspended in 100 ml methylene chloride and combined with 3.1 g (21 mmol) trimethyloxonium tetrafluoroborate as well as 7.2 ml Hünig base (ethyldiisopropylamine) at ambient temperature. The solution is stirred for 3 h, then a further 1.55 g trimethyloxonium tetrafluoroborate and 3.5 ml Hünig base are added and the mixture is stirred overnight. After the same amount of reagent has been added agai... Product: C(C)(=O)N1C(C(C2=CC(=CC=C12)C(C)=O)=C(OC)C1=CC(=C(C=C1)OC)OC)=O (1,5-diacetyl-3-[(3,4-dimethoxy-phenyl)-methoxy-methylidene]-2-indolinone). Run at time 3 hour. The reactants are F[B-](F)(F)F.C[O+](C)C (trimethyloxonium tetrafluoroborate), CCN(C(C)C)C(C)C (Hünig base), C(C)(=O)N1C(C(C2=CC(=CC=C12)C(C)=O)=C(O)C1=CC(=C(C=C1)OC)OC)=O (1,5-diacetyl-3-[(3,4-dimethoxy-phenyl)-hydroxy-methylidene]-2-indolinone), F[B-](F)(F)F.C[O+](C)C (trimethyloxonium tetrafluoroborate), CCN(C(C)C)C(C)C (Hünig base). Reaction SMILES: [C:1]([N:4]1[C:12]2[C:7](=[CH:8][C:9]([C:13](=[O:15])[CH3:14])=[CH:10][CH:11]=2)[C:6](=[C:16]([C:18]2[CH:23]=[CH:22][C:21]([O:24][CH3:25])=[C:20]([O:26][CH3:27])[CH:19]=2)[OH:17])[C:5]1=[O:28])(=[O:3])[CH3:2].F[B-](F)(F)F.[CH3:34][O+](C)C.CCN(C(C)C)C(C)C>C(Cl)Cl>[C:1]([N:4]1[C:12]2[C:7](=[CH:8][C:9]([C:13](=[O:15])[CH3:14])=[CH:10][CH:11]=2)[C:6](=[C:16]([C:18]2[CH:23]=[CH:22][C:21]([O:24][CH3:25])=[C:20]([O:26][CH3:27])[CH:19]=2)[O:17][CH3:34])[C:5]1=[O:28])(=[O:3])[CH3:2] |f:1.2|. Solvent: C(Cl)Cl (methylene chloride). The reactants are ClCCl, Cl, Cn1ccnc1N, [Na+], [OH-], S=C=Nc1ccccc1. The product is Cn1ccnc1NC(=S)Nc1ccccc1. As a reaction SMILES: [CH2:20]([Cl:21])[Cl:22].[ClH:1].[NH2:2][c:3]1[n:4]([CH3:8])[cH:5][cH:6][n:7]1.[Na+:10].[OH-:9].[c:11]1([N:17]=[C:18]=[S:19])[cH:12][cH:13][cH:14][cH:15][cH:16]1>>[NH:2]([c:3]1[n:4]([CH3:8])[cH:5][cH:6][n:7]1)[C:18]([NH:17][c:11]1[cH:12][cH:13][cH:14][cH:15][cH:16]1)=[S:19].